This data is from the Open Reaction Database (ORD), a public repository of structured organic reaction records. The task is: describe an organic reaction: reactants, conditions, products, and yield Starting materials: CC#N, O=C=NS(=O)(=O)Cl, [Na+], CS(=O)(=O)N1CCN(Cc2cc3nc(-c4ccc(N)nc4)nc(N4CCOCC4)c3o2)CC1, [OH-]. Yields the product CS(=O)(=O)N1CCN(Cc2cc3nc(-c4ccc(NC(N)=O)nc4)nc(N4CCOCC4)c3o2)CC1. As a reaction SMILES: [CH3:43][C:44]#[N:45].[Cl:34][S:35](=[O:36])(=[O:37])[N:38]=[C:39]=[O:40].[Na+:42].[O:1]1[CH2:2][CH2:3][N:4]([c:7]2[c:8]3[c:9]([n:10][c:11](-[c:13]4[cH:14][cH:15][c:16]([NH2:19])[n:17][cH:18]4)[n:12]2)[cH:20][c:21]([CH2:23][N:24]2[CH2:25][CH2:26][N:27]([S:30](=[O:31])(=[O:32])[CH3:33])[CH2:28][CH2:29]2)[o:22]3)[CH2:5][CH2:6]1.[OH-:41]>>[O:1]1[CH2:2][CH2:3][N:4]([c:7]2[c:8]3[c:9]([n:10][c:11](-[c:13]4[cH:14][cH:15][c:16]([NH:19][C:39]([NH2:38])=[O:40])[n:17][cH:18]4)[n:12]2)[cH:20][c:21]([CH2:23][N:24]2[CH2:25][CH2:26][N:27]([S:30](=[O:31])(=[O:32])[CH3:33])[CH2:28][CH2:29]2)[o:22]3)[CH2:5][CH2:6]1.